The task is: describe an organic reaction: reactants, conditions, products, and yield. This data is from the Open Reaction Database (ORD), a public repository of structured organic reaction records. Starting materials: C(C1=CC=CC=C1)(=O)N1CC(CCC1)C(=O)OCC (ethyl 1-benzoyl-3-piperidinecarboxylate), N1CC(C(=O)OCC)CCC1 (ethyl nipecotate), FC1=CC=C(C(=O)Cl)C=C1 (4-fluorobenzoyl chloride). Product: FC1=CC=C(C(=O)N2CC(CCC2)C(=O)OCC)C=C1 (ethyl 1-(4-fluorobenzoyl)-3-piperidinecarboxylate). As a reaction SMILES: [C:1]([N:9]1[CH2:14][CH2:13][CH2:12][CH:11]([C:15]([O:17][CH2:18][CH3:19])=[O:16])[CH2:10]1)(=[O:8])[C:2]1[CH:7]=[CH:6][CH:5]=[CH:4][CH:3]=1.N1CCCC(C(OCC)=O)C1.[F:31]C1C=CC(C(Cl)=O)=CC=1>>[F:31][C:5]1[CH:4]=[CH:3][C:2]([C:1]([N:9]2[CH2:14][CH2:13][CH2:12][CH:11]([C:15]([O:17][CH2:18][CH3:19])=[O:16])[CH2:10]2)=[O:8])=[CH:7][CH:6]=1. Procedure: The reaction was run in the same manner as ethyl 1-benzoyl-3-piperidinecarboxylate, starting with ethyl nipecotate (230.9 mg; 1.47 mmol) and commercially available 4-fluorobenzoyl chloride (173 μl; 1.47 mmol). The crude product was distilled at 220° C./0.1 torr, giving ethyl 1-(4-fluorobenzoyl)-3-piperidinecarboxylate (283.4 mg) as a light yellow oil. MS m/z (positive ion) 581 (dimer+Na+; 50), 302 (M+Na+; 100), 280 (MH+; 95), 234 (45), 229 (25), 158 (50), 122.5 (60). Starting materials: Cl.CNC (Dimethylamine hydrochloride), aqueous solution, Cl (hydrochloric acid), O(C[*:2])[*:1] (polyoxymethylene), FC1=CC=C(C=C1)C(C)=O (1-(4-fluorophenyl)-ethanone), [I-].FC1=CC=C(C=C1)C(CC[N+](C)(C)C)=O (3-(4-Fluorophenyl)-3-oxo-N,N,N-trimethylpropan-1-aminium iodide), O(C[*:2])[*:1] (polyoxymethylene). The solvent is C(C)O (ethanol), C(C)OCC (diethyl ether). Reaction conditions: temperature 20 celsius. The product is Cl.CN(CC(=O)C1=CC=C(C=C1)F)C (2-Dimethylamino-1-(4-fluorophenyl)-ethan-1-one hydrochloride). RXN SMILES: [I-].[F:2][C:3]1[CH:8]=[CH:7][C:6]([C:9](=[O:16])[CH2:10]C[N+](C)(C)C)=[CH:5][CH:4]=1.[ClH:17].[CH3:18][NH:19][CH3:20].Cl.FC1C=CC(C(=O)C)=CC=1>C(O)C.C(OCC)C>[ClH:17].[CH3:18][N:19]([CH3:20])[CH2:10][C:9]([C:6]1[CH:5]=[CH:4][C:3]([F:2])=[CH:8][CH:7]=1)=[O:16] |f:0.1,2.3,8.9|. Procedure: 3-(4-Fluorophenyl)-3-oxo-N,N,N-trimethylpropan-1-aminium iodide can be prepared in accordance with the following procedure: Dimethylamine hydrochloride (32.6 g), a 12 N aqueous solution of hydrochloric acid (1 cc) and polyoxymethylene (12.0 g) are added to a solution of 1-(4-fluorophenyl)-ethanone (56.0 g) in ethanol (200 cc). After heating under reflux for 3 hours, more polyoxymethylene (6.0 g) is added and the mixture is heated under reflux for a further 16 hours. The reaction mixture is coole... Reactants: FC1=C(C=CC=C1)C1=NOC2=C1C(=C(C(=C2Cl)OC)Cl)Cl (3-(2-fluorophenyl)-6-methoxy-4,5,7-trichloro-1,2-benzisoxazole), Cl.N1=CC=CC=C1 (pyridine hydrochloride), Cl (hydrochloric acid). The product is FC1=C(C=CC=C1)C1=NOC2=C1C(=C(C(=C2Cl)O)Cl)Cl (3-(2-fluorophenyl)-6-hydroxy-4,5,7-trichloro-1,2-benzisoxazole). As a reaction SMILES: [F:1][C:2]1[CH:7]=[CH:6][CH:5]=[CH:4][C:3]=1[C:8]1[C:12]2[C:13]([Cl:21])=[C:14]([Cl:20])[C:15]([O:18]C)=[C:16]([Cl:17])[C:11]=2[O:10][N:9]=1.Cl.N1C=CC=CC=1.Cl>>[F:1][C:2]1[CH:7]=[CH:6][CH:5]=[CH:4][C:3]=1[C:8]1[C:12]2[C:13]([Cl:21])=[C:14]([Cl:20])[C:15]([OH:18])=[C:16]([Cl:17])[C:11]=2[O:10][N:9]=1 |f:1.2|. Procedure details: To 12.5 g of 3-(2-fluorophenyl)-6-methoxy-4,5,7-trichloro-1,2-benzisoxazole is added 80.0 g of pyridine hydrochloride. The mixture is immersed in an oil bath at 200° C. for thirty minutes with stirring. The melt is poured into one liter of iced-hydrochloric acid solution, stirred for thirty minutes, and the resultant precipitate collected and dried to yield 3-(2-fluorophenyl)-6-hydroxy-4,5,7-trichloro-1,2-benzisoxazole, mp 110° C. (dec). To 50 ml of dry dimethylformamide is added 12 g of 3-(2-fl... The reactants are CNCCCN(C)C, O=[N+]([O-])c1cc(Cl)ccc1Cl, Cl. Yields the product CN(C)CCCN(C)c1ccc(Cl)cc1[N+](=O)[O-]. As a reaction SMILES: [CH3:12][N:13]([CH2:14][CH2:15][CH2:16][NH:17][CH3:18])[CH3:19].[Cl:1][c:2]1[c:3]([N+:9](=[O:10])[O-:11])[cH:4][c:5]([Cl:8])[cH:6][cH:7]1.[ClH:20]>>[c:2]1([N:17]([CH2:16][CH2:15][CH2:14][N:13]([CH3:12])[CH3:19])[CH3:18])[c:3]([N+:9](=[O:10])[O-:11])[cH:4][c:5]([Cl:8])[cH:6][cH:7]1. The reactants are CC#N, C[Si](C)(C)C=[N+]=[N-], CCOCC, O=C(Cl)Cc1ccc(I)cc1, C1CCOC1. Product: [N-]=[N+]=CC(=O)Cc1ccc(I)cc1. RXN SMILES: [CH3:12][C:13]#[N:14].[CH3:15][Si:16]([CH3:17])([CH3:18])[CH:19]=[N+:20]=[N-:21].[CH3:22][CH2:23][O:24][CH2:25][CH3:26].[I:1][c:2]1[cH:3][cH:4][c:5]([CH2:8][C:9](=[O:10])[Cl:11])[cH:6][cH:7]1.[O:27]1[CH2:28][CH2:29][CH2:30][CH2:31]1>>[I:1][c:2]1[cH:3][cH:4][c:5]([CH2:8][C:9](=[O:10])[CH:19]=[N+:20]=[N-:21])[cH:6][cH:7]1. Reactants: Cl.N1(CCCCCC1)CCNC(=O)N1CCN(CC1)C1=CC=CC=C1 (N-[2-(Hexahydro-1H-azepin-1-yl)ethyl]-4-phenyl-1-piperazinecarboxamide hydrochloride), 1',1'-carbonyldiimidazole, unsym-diethylethylenediamine, N1=C(C=CC=C1)N1CCNCC1 (1-(2-pyridinyl)piperazine), O1CCCC1 (tetrahydrofuran). Reported procedure: This compound was prepared according to the procedure used to synthesize the compound of Example 9. A mixture of 5.0 g (0.03 mole) of 1',1'-carbonyldiimidazole, 3.6 g (0.03 mole) of unsym-diethylethylenediamine, and 5.0 g (0.03 mole) of 1-(2-pyridinyl)piperazine in a total of 200 ml of tetrahydrofuran gave an oil as residue. The hydrochloride was formed in ethereal hydrogen chloride and the collected solid was recrystallized from methanol-ethyl ether to yield 7.3 g (63%) of title compound as a w... RXN SMILES: [ClH:1].[N:2]1([CH2:9][CH2:10][NH:11][C:12]([N:14]2[CH2:19][CH2:18][N:17]([C:20]3[CH:25]=[CH:24][CH:23]=[CH:22]C=3)[CH2:16][CH2:15]2)=[O:13])[CH2:8][CH2:7]CC[CH2:4][CH2:3]1.[N:26]1C=CC=CC=1N1CCNCC1.O1CCCC1>Cl>[ClH:1].[CH2:8]([N:2]([CH2:3][CH3:4])[CH2:9][CH2:10][NH:11][C:12]([N:14]1[CH2:15][CH2:16][N:17]([C:20]2[CH:25]=[CH:24][CH:23]=[CH:22][N:26]=2)[CH2:18][CH2:19]1)=[O:13])[CH3:7] |f:0.1,5.6|. Yields the product Cl.C(C)N(CCNC(=O)N1CCN(CC1)C1=NC=CC=C1)CC (N-[2-(Diethylamino)ethyl]-4-(2-pyridinyl)-1-piperazine carboxamide, hydrochloride). Run in Cl (hydrogen chloride). The reactants are ClC=1C(=NC=NC1Cl)N (5,6-dichloropyrimidin-4-amine), OCC1CN(CCC1)C(=O)OC(C)(C)C (tert-butyl 3-(hydroxymethyl)piperidine-1-carboxylate), O(C1=CC=CC=C1)C1=CC=C(C=C1)B(O)O ((4-phenoxyphenyl)boronic acid), C(C=C)(=O)Cl (acryloyl chloride). Yields the product NC1=C(C(=NC=N1)OCC1CN(CCC1)C(C=C)=O)C1=CC=C(C=C1)OC1=CC=CC=C1 (1-(3-(((6-amino-5-(4-phenoxyphenyl)pyrimidin-4-yl)oxy)methyl)piperidin-1-yl)prop-2-en-1-one). RXN SMILES: Cl[C:2]1[C:3]([NH2:9])=[N:4][CH:5]=[N:6][C:7]=1Cl.[OH:10][CH2:11][CH:12]1[CH2:17][CH2:16][CH2:15][N:14]([C:18]([O:20]C(C)(C)C)=O)[CH2:13]1.[O:25]([C:32]1[CH:37]=[CH:36][C:35](B(O)O)=[CH:34][CH:33]=1)[C:26]1[CH:31]=[CH:30][CH:29]=[CH:28][CH:27]=1.[C:41](Cl)(=O)[CH:42]=C>>[NH2:9][C:3]1[N:4]=[CH:5][N:6]=[C:7]([O:10][CH2:11][CH:12]2[CH2:17][CH2:16][CH2:15][N:14]([C:18](=[O:20])[CH:41]=[CH2:42])[CH2:13]2)[C:2]=1[C:29]1[CH:30]=[CH:31][C:26]([O:25][C:32]2[CH:37]=[CH:36][CH:35]=[CH:34][CH:33]=2)=[CH:27][CH:28]=1. Reported procedure: 1-(3-(((6-amino-5-(4-phenoxyphenyl)pyrimidin-4-yl)oxy)methyl)piperidin-1-yl)prop-2-en-1-one was prepared from 5,6-dichloropyrimidin-4-amine, tert-butyl 3-(hydroxymethyl)piperidine-1-carboxylate, (4-phenoxyphenyl)boronic acid, and acryloyl chloride using methods A, C, D, and F. HPLC purity: 100%. MS: m/z=431 [M+H]+.